This data is from the Open Reaction Database (ORD), a public repository of structured organic reaction records. The task is: describe an organic reaction: reactants, conditions, products, and yield Reactants: CCO (EtOH), CC(C)C[AlH]CC(C)C (DIBAL), C1(=CC=CC=C1)C (toluene), C(C)OC=1C=CC(=C(C1)C1=CC(=NC(=C1)OC)C(=O)OC)F (methyl 4-(5-ethoxy-2-fluoro-phenyl)-6-methoxy-pyridine-2-carboxylate). Run in C1CCOC1 (THF). Conditions: time 2 hour. Product: C(C)OC=1C=CC(=C(C1)C1=CC(=NC(=C1)OC)C=O)F (4-(5-Ethoxy-2-fluoro-phenyl)-6-methoxy-pyridine-2-carbaldehyde). RXN SMILES: CC(C[AlH]CC(C)C)C.C1(C)C=CC=CC=1.[CH2:17]([O:19][C:20]1[CH:21]=[CH:22][C:23]([F:38])=[C:24]([C:26]2[CH:31]=[C:30]([O:32][CH3:33])[N:29]=[C:28]([C:34](OC)=[O:35])[CH:27]=2)[CH:25]=1)[CH3:18].CCO>C1COCC1>[CH2:17]([O:19][C:20]1[CH:21]=[CH:22][C:23]([F:38])=[C:24]([C:26]2[CH:31]=[C:30]([O:32][CH3:33])[N:29]=[C:28]([CH:34]=[O:35])[CH:27]=2)[CH:25]=1)[CH3:18]. Procedure details: 1M DIBAL in toluene (7.53 mL, 7.53 mmol) was added dropwise over 10 mins to a stirred solution of methyl 4-(5-ethoxy-2-fluoro-phenyl)-6-methoxy-pyridine-2-carboxylate (which may be prepared as described in Description 131) (1.15 g, 3.77 mmol) in dry THF (20 mL) at −75° C. The reaction was stirred at this temp for 2 h then EtOH (175 μL) was added to quench. After 1 min the reaction mixture was poured into saturated Rochelle salt solution (100 ml) and water (50 ml). The mixture was warmed to ambie...